Dataset: the Open Reaction Database (ORD), a public repository of structured organic reaction records. Task: describe an organic reaction: reactants, conditions, products, and yield Reactants: C(C1=CC=CC=C1)C1=CC=C(CC2=C(C=C(C=C2Cl)N2N=CCNC2=O)Cl)C=C1 (2-[4-(4-benzylbenzyl)-3,5-dichlorophenyl]-4,5-dihydro-1,2,4-triazine-3(2H)-one), [Cr](=O)(=O)([O-])Cl.[NH+]1=CC=CC=C1 (pyridinium chlorochromate). Solvent: ClCCl (dichloromethane). Conditions: time 12 hour. The product is C(C1=CC=CC=C1)C1=CC=C(CC2=C(C=C(C=C2Cl)N2N=CC(NC2=O)=O)Cl)C=C1 (2-[4-(4-benzylbenzyl)-3,5-dichlorophenyl]-1,2,4-triazine-3,5(2H,4H)-dione). Isolated yield 50.8%. Reaction SMILES: [CH2:1]([C:8]1[CH:29]=[CH:28][C:11]([CH2:12][C:13]2[C:18]([Cl:19])=[CH:17][C:16]([N:20]3[C:25](=[O:26])[NH:24][CH2:23][CH:22]=[N:21]3)=[CH:15][C:14]=2[Cl:27])=[CH:10][CH:9]=1)[C:2]1[CH:7]=[CH:6][CH:5]=[CH:4][CH:3]=1.[Cr](Cl)([O-])(=O)=[O:31].[NH+]1C=CC=CC=1>ClCCl>[CH2:1]([C:8]1[CH:9]=[CH:10][C:11]([CH2:12][C:13]2[C:14]([Cl:27])=[CH:15][C:16]([N:20]3[C:25](=[O:26])[NH:24][C:23](=[O:31])[CH:22]=[N:21]3)=[CH:17][C:18]=2[Cl:19])=[CH:28][CH:29]=1)[C:2]1[CH:3]=[CH:4][CH:5]=[CH:6][CH:7]=1 |f:1.2|. Reported procedure: In 20 ml of dichloromethane was dissolved 438 mg of 2-[4-(4-benzylbenzyl)-3,5-dichlorophenyl]-4,5-dihydro-1,2,4-triazine-3(2H)-one followed by addition of 1.0 g of pyridinium chlorochromate, and the mixture was stirred at room temperature for 12 hours. After completion of the reaction, the reaction mixture was filtered to remove the insoluble substance. The filtrate was concentrated and purified by silica gel chromatography (ethyl acetate/hexane=2/1) to provide 230 mg of the title compound as co... The reactants are CCO, CCCCCCCOc1ccc(C(=O)OC)cc1OCCCCCCC, Cl, [K+], [OH-], O. The product is CCCCCCCOc1ccc(C(=O)O)cc1OCCCCCCC. Reaction SMILES: [CH2:31]([OH:32])[CH3:33].[CH3:1][O:2][C:3]([c:4]1[cH:5][c:6]([O:18][CH2:19][CH2:20][CH2:21][CH2:22][CH2:23][CH2:24][CH3:25])[c:7]([O:10][CH2:11][CH2:12][CH2:13][CH2:14][CH2:15][CH2:16][CH3:17])[cH:8][cH:9]1)=[O:26].[ClH:30].[K+:28].[OH-:27].[OH2:29]>>[O:2]=[C:3]([c:4]1[cH:5][c:6]([O:18][CH2:19][CH2:20][CH2:21][CH2:22][CH2:23][CH2:24][CH3:25])[c:7]([O:10][CH2:11][CH2:12][CH2:13][CH2:14][CH2:15][CH2:16][CH3:17])[cH:8][cH:9]1)[OH:26]. Reactants: CCc1c(C(O)C(N)=O)c2c(OC)cccc2n1Cc1ccccc1, CC[SiH](CC)CC, CCOC(C)=O, O=C(O)C(F)(F)F. Product: CCc1c(CC(N)=O)c2c(OC)cccc2n1Cc1ccccc1. As a reaction SMILES: [CH2:1]([CH3:2])[c:3]1[n:4]([CH2:19][c:20]2[cH:21][cH:22][cH:23][cH:24][cH:25]2)[c:5]2[cH:6][cH:7][cH:8][c:9]([O:17][CH3:18])[c:10]2[c:11]1[CH:12]([C:13](=[O:14])[NH2:15])[OH:16].[CH2:26]([SiH:27]([CH2:28][CH3:29])[CH2:30][CH3:31])[CH3:32].[CH3:33][CH2:34][O:35][C:36](=[O:37])[CH3:38].[OH:39][C:40]([C:41]([F:42])([F:43])[F:44])=[O:45]>>[CH2:1]([CH3:2])[c:3]1[n:4]([CH2:19][c:20]2[cH:21][cH:22][cH:23][cH:24][cH:25]2)[c:5]2[cH:6][cH:7][cH:8][c:9]([O:17][CH3:18])[c:10]2[c:11]1[CH2:12][C:13](=[O:14])[NH2:15]. The reactants are COc1ccc(CSC2CC(C(=O)O)N(C(=O)OCc3ccc([N+](=O)[O-])cc3)C2)cc1, CC#N, c1cn(C2CCNCC2)cn1. Yields the product COc1ccc(CSC2CC(C(=O)N3CCC(n4ccnc4)CC3)N(C(=O)OCc3ccc([N+](=O)[O-])cc3)C2)cc1. As a reaction SMILES: [CH3:1][O:2][c:3]1[cH:4][cH:5][c:6]([CH2:7][S:8][CH:9]2[CH2:10][CH:11]([C:27](=[O:28])[OH:29])[N:12]([C:14](=[O:15])[O:16][CH2:17][c:18]3[cH:19][cH:20][c:21]([N+:24](=[O:25])[O-:26])[cH:22][cH:23]3)[CH2:13]2)[cH:30][cH:31]1.[CH3:43][C:44]#[N:45].[n:32]1([CH:37]2[CH2:38][CH2:39][NH:40][CH2:41][CH2:42]2)[cH:33][n:34][cH:35][cH:36]1>>[CH3:1][O:2][c:3]1[cH:4][cH:5][c:6]([CH2:7][S:8][CH:9]2[CH2:10][CH:11]([C:27](=[O:28])[N:40]3[CH2:39][CH2:38][CH:37]([n:32]4[cH:33][n:34][cH:35][cH:36]4)[CH2:42][CH2:41]3)[N:12]([C:14](=[O:15])[O:16][CH2:17][c:18]3[cH:19][cH:20][c:21]([N+:24](=[O:25])[O-:26])[cH:22][cH:23]3)[CH2:13]2)[cH:30][cH:31]1. RXN SMILES: [BrH:12].[CH3:23][C:24](=[O:25])[CH2:26][CH3:27].[N+:13](=[O:14])([O-:15])[c:16]1[cH:17][cH:18][c:19]([NH2:20])[cH:21][cH:22]1.[OH:1][C:2](=[O:3])[CH:4]=[CH:5][c:6]1[cH:7][cH:8][cH:9][cH:10][cH:11]1>>[OH:1][C:2](=[O:3])[CH2:4][CH:5]([c:6]1[cH:7][cH:8][cH:9][cH:10][cH:11]1)[NH:20][c:19]1[cH:18][cH:17][c:16]([N+:13](=[O:14])[O-:15])[cH:22][cH:21]1. Product: O=C(O)CC(Nc1ccc([N+](=O)[O-])cc1)c1ccccc1. Reactants: Br, CCC(C)=O, Nc1ccc([N+](=O)[O-])cc1, O=C(O)C=Cc1ccccc1. The product is C(C(=C)C)(=O)OCC1=CC=CC=C1.C(C(=C)C)(=O)O (benzyl methacrylate methacrylic acid). The reactants are C(C(=C)C)(=O)OCC1=CC=CC=C1 (benzyl methacrylate), C(C(=C)C)(=O)O (methacrylic acid), azoisobutyronitrile. Solvent: C(C)O (ethanol). Reported procedure: 140 g of benzyl methacrylate, 17 g of methacrylic acid, 200 g of ethanol and 1.5 g of azoisobutyronitrile were mixed and heated by an oil bath and reacted under reflux for 8 hours in a nitrogen atmosphere. This reaction solution was reprecipitated in pure water to obtain a benzyl methacrylate/methacrylic acid copolymer resin. Neutralizing titration was carried out with KOH, whereby the acid value of the resin was 70 mg.KOH/g. Further, the weight average molecular weight Mw was 40,000, the number... Reaction SMILES: [C:1]([O:6][CH2:7][C:8]1[CH:13]=[CH:12][CH:11]=[CH:10][CH:9]=1)(=[O:5])[C:2]([CH3:4])=[CH2:3].[C:14]([OH:19])(=[O:18])[C:15]([CH3:17])=[CH2:16]>C(O)C>[C:1]([O:6][CH2:7][C:8]1[CH:9]=[CH:10][CH:11]=[CH:12][CH:13]=1)(=[O:5])[C:2]([CH3:4])=[CH2:3].[C:14]([OH:19])(=[O:18])[C:15]([CH3:17])=[CH2:16] |f:3.4|. The reactants are C(C)C1=CC2N(C(C1CC2C(=O)OCC)CC2=CC=CC=C2)CC2=CC=CC=C2 (ethyl 8-ethyl-2,3-di(phenylmethyl)-2-azabicyclo[2.2.2]oct-7-ene-6-carboxylate), Br (HBr), C(C)(=O)O (acetic acid). Yields the product Br.C1(=CC=CC=C1)CN1C2C(CC(C1CC1=CC=CC=C1)C(C2)=CC)C(=O)O (2.3-di(phenylmethyl)-8-ethylidene-2-azabicyclo[2.2.2]octane-6-carboxylic acid hydrobromide). As a reaction SMILES: [CH2:1]([C:3]1[CH:8]2[CH2:9][CH:10]([C:11]([O:13]CC)=[O:12])[CH:5]([N:6]([CH2:23][C:24]3[CH:29]=[CH:28][CH:27]=[CH:26][CH:25]=3)[CH:7]2[CH2:16][C:17]2[CH:22]=[CH:21][CH:20]=[CH:19][CH:18]=2)[CH:4]=1)[CH3:2].C(O)(=O)C.[BrH:34]>>[BrH:34].[C:24]1([CH2:23][N:6]2[CH:7]([CH2:16][C:17]3[CH:18]=[CH:19][CH:20]=[CH:21][CH:22]=3)[CH:8]3[C:3](=[CH:1][CH3:2])[CH2:4][CH:5]2[CH:10]([C:11]([OH:13])=[O:12])[CH2:9]3)[CH:25]=[CH:26][CH:27]=[CH:28][CH:29]=1 |f:3.4|. Reported procedure: A mixture of ethyl 8-ethyl-2,3-di(phenylmethyl)-2-azabicyclo[2.2.2]oct-7-ene-6-carboxylate (132 g, 0.31 mol) in 48% HBr (1300 mL) was refluxed for 30 minutes, then acetic acid (650 mL) was added and the mixture was refluxed for an additional 24 hours. A precipitate formed which was collected by filtration and washed with acetic acid/ether to afford 20.8 g of 2.3-di(phenylmethyl)-8-ethylidene-2-azabicyclo[2.2.2]octane-6-carboxylic acid hydrobromide, m.p. 251°-253° C. (dec.). Additional crops of t...